From a dataset of the Open Reaction Database (ORD), a public repository of structured organic reaction records. describe an organic reaction: reactants, conditions, products, and yield The reactants are CCCCCCCCC#Cc1ccc(CNc2ccc(C=CC(=O)OCC)cc2)cc1, O=C(Cl)CCc1ccccc1. Yields the product CCCCCCCCC#Cc1ccc(CN(C(=O)CCc2ccccc2)c2ccc(C=CC(=O)OCC)cc2)cc1. RXN SMILES: [C:1](#[C:2][CH2:3][CH2:4][CH2:5][CH2:6][CH2:7][CH2:8][CH2:9][CH3:10])[c:11]1[cH:12][cH:13][c:14]([CH2:15][NH:16][c:17]2[cH:18][cH:19][c:20]([CH:23]=[CH:24][C:25](=[O:26])[O:27][CH2:28][CH3:29])[cH:21][cH:22]2)[cH:30][cH:31]1.[c:32]1([CH2:38][CH2:39][C:40](=[O:41])[Cl:42])[cH:33][cH:34][cH:35][cH:36][cH:37]1>>[C:1](#[C:2][CH2:3][CH2:4][CH2:5][CH2:6][CH2:7][CH2:8][CH2:9][CH3:10])[c:11]1[cH:12][cH:13][c:14]([CH2:15][N:16]([c:17]2[cH:18][cH:19][c:20]([CH:23]=[CH:24][C:25](=[O:26])[O:27][CH2:28][CH3:29])[cH:21][cH:22]2)[C:40]([CH2:39][CH2:38][c:32]2[cH:33][cH:34][cH:35][cH:36][cH:37]2)=[O:41])[cH:30][cH:31]1. The reactants are Cl[Si](C)(C)C (chlorotrimethylsilane), [Li+].CC(C)[N-]C(C)C (LDA), BrN1C(CCC1=O)=O (N-bromosuccinimide), solution, C(CCC)[Li] (n-butyllithium), C(C)(C)NC(C)C (diisopropylamine), FC([C@@H](CC(=O)OCC)C)(F)F ((+)-ethyl (3R)-4,4,4-trifluoro-3-methylbutanoate). The solvent is C1CCOC1 (THF), C1CCOC1 (THF), O (Water), CCCCCC (hexane). Conditions: temperature -78 celsius, time 5 minute. The product is BrC(C(=O)OCC)[C@H](C(F)(F)F)C (Ethyl (3S)-2-bromo-4,4,4-trifluoro-3-methylbutanoate). As a reaction SMILES: C([Li])CCC.C(NC(C)C)(C)C.[Li+].CC([N-]C(C)C)C.Cl[Si](C)(C)C.[F:26][C:27]([F:37])([F:36])[C@H:28]([CH3:35])[CH2:29][C:30]([O:32][CH2:33][CH3:34])=[O:31].[Br:38]N1C(=O)CCC1=O>CCCCCC.O.C1COCC1>[Br:38][CH:29]([C@@H:28]([CH3:35])[C:27]([F:36])([F:37])[F:26])[C:30]([O:32][CH2:33][CH3:34])=[O:31] |f:2.3|. Reported procedure: 91.2 ml (228 mmol) of a 2.5 M solution of n-butyllithium solution in hexane were added to a solution, cooled to −40° C., of 32.0 ml (228 mmol) of diisopropylamine in 160 ml of abs. THF. The resulting LDA solution was stirred at −40° C. for 30 min and then cooled to −78° C., and 52.4 ml (413 mmol) of chlorotrimethylsilane were subsequently added dropwise. After 5 min, 40.0 g (217.2 mmol) of (+)-ethyl (3R)-4,4,4-trifluoro-3-methylbutanoate, dissolved in 40 ml of abs. THF, were added dropwise over ... Starting materials: O=C1N(C(C2=CC=CC=C12)=O)C(C(=O)N[C@H](C(=O)OC)CNCC=CC(C(F)(F)F)=O)CC1=CC=CC=C1 (N-[2-(1,3-Dihydro-1,3-dioxo-2H-isoindol-2-yl)-1-oxo-3-phenylpropyl]-(S)-3-[(trifluoroacetyl-2-propenyl)amino]-2-amino-propionic acid, methyl ester), C(C1=CC=CC=C1)OC(=O)N[C@@H](CN)C(=O)O (Nα -(benzyloxycarbonyl)-β-(amino)-L-alanine), S(O)(O)(=O)=O (sulfuric acid). The solvent is C(C)OCC (ethyl ether), CO (methanol). Run at temperature 60 celsius. Product: C(C1=CC=CC=C1)OC(=O)N[C@@H](CN)C(=O)OC (Nα -(benzyloxycarbonyl )-β-(amino)-L-alanine, methyl ester). RXN SMILES: O=[C:2]1C2C(=CC=CC=2)C(=O)N1C(CC1C=CC=CC=1)C(N[C@@H](CNCC=CC(=O)C(F)(F)F)C(OC)=O)=O.[CH2:39]([O:46][C:47]([NH:49][C@H:50]([C:53]([OH:55])=[O:54])[CH2:51][NH2:52])=[O:48])[C:40]1[CH:45]=[CH:44][CH:43]=[CH:42][CH:41]=1.S(=O)(=O)(O)O>CO.C(OCC)C>[CH2:39]([O:46][C:47]([NH:49][C@H:50]([C:53]([O:55][CH3:2])=[O:54])[CH2:51][NH2:52])=[O:48])[C:40]1[CH:41]=[CH:42][CH:43]=[CH:44][CH:45]=1. Procedure: N-[2-(1,3-Dihydro-1,3-dioxo-2H-isoindol-2-yl)-1-oxo-3-phenylpropyl]-(S)-3-[(trifluoroacetyl-2-propenyl)amino]-2-amino-propionic acid, methyl ester Dissolve Nα -(benzyloxycarbonyl)-β-(amino)-L-alanine (47.6 g, 0.2 mol) in methanol (500 mL) and treat with concentrated sulfuric acid (0.5 mL). Heat to 60° C. for 16 hours, cool and reduce the solvent by 50% in vacuo. Dilute with ethyl ether (500 mL), wash with saturated sodium hydrogen carbonate, then brine. Dry (MgSO4) and evaporate the solvent in v... Procedure details: 24.16 g of a bisazomethine prepared from 2 mols of p-hydroxybenzaldehyde and 1 mol of ethylenediamine and with a melting point of 215°-216° C. (decomposition) are hydrogenated in 150 ml of glacial acetic acid with 0.5 g of 10% platinum/charcoal at 25° C. in a hydrogenation flask. After 24 hours no further H2 is taken up. The catalyst is filtered off and the filtrate is concentrated in a rotary evaporator. The residue is crystalline and is stirred with 90 ml of isopropanol at 60° C.; the crystals... Reaction conditions: temperature 60 celsius, time 24 hour. The product is OC1=CC=C(CNCCNCC2=CC=C(C=C2)O)C=C1 (N,N'-Bis-(4-hydroxybenzyl)-1,2-diaminoethane). Starting materials: OC1=CC=C(C=O)C=C1 (p-hydroxybenzaldehyde), C(CN)N (ethylenediamine). Reagents/catalysts: [Pt] (platinum/charcoal). RXN SMILES: [OH:1][C:2]1[CH:9]=[CH:8][C:5]([CH:6]=O)=[CH:4][CH:3]=1.[CH2:10]([NH2:13])[CH2:11][NH2:12]>C(O)(=O)C.[Pt]>[OH:1][C:2]1[CH:9]=[CH:8][C:5]([CH2:6][NH:12][CH2:11][CH2:10][NH:13][CH2:6][C:5]2[CH:8]=[CH:9][C:2]([OH:1])=[CH:3][CH:4]=2)=[CH:4][CH:3]=1. Solvent: C(C)(=O)O (acetic acid). Starting materials: N1CCOCC1 (morpholine), C(C1=CC=CC=C1)N1C(=NC2=C1C=C(C=C2)OCCCCl)C2=CC(=CC=C2)C (1-benzyl-2-(3-methylphenyl)-6-(3-chloropropoxy)-benzimidazole), C(C)(C)C1=C(N(CC)C(C)C)C=CC=C1 (diisopropylethyl aniline). Run in C(C)#N (acetonitrile). Reaction conditions: time 8 hour. The product is C(C1=CC=CC=C1)N1C(=NC2=C1C=C(C=C2)OCCCN2CCOCC2)C2=CC(=CC=C2)C (1-benzyl-2-(3-methylphenyl)-6-[3-(morpholin-4-yl)propoxy)benzimidazole). As a reaction SMILES: [NH:1]1[CH2:6][CH2:5][O:4][CH2:3][CH2:2]1.[CH2:7]([N:14]1[C:18]2[CH:19]=[C:20]([O:23][CH2:24][CH2:25][CH2:26]Cl)[CH:21]=[CH:22][C:17]=2[N:16]=[C:15]1[C:28]1[CH:33]=[CH:32][CH:31]=[C:30]([CH3:34])[CH:29]=1)[C:8]1[CH:13]=[CH:12][CH:11]=[CH:10][CH:9]=1.C(C1C=CC=CC=1N(C(C)C)CC)(C)C>C(#N)C>[CH2:7]([N:14]1[C:18]2[CH:19]=[C:20]([O:23][CH2:24][CH2:25][CH2:26][N:1]3[CH2:6][CH2:5][O:4][CH2:3][CH2:2]3)[CH:21]=[CH:22][C:17]=2[N:16]=[C:15]1[C:28]1[CH:33]=[CH:32][CH:31]=[C:30]([CH3:34])[CH:29]=1)[C:8]1[CH:9]=[CH:10][CH:11]=[CH:12][CH:13]=1. Procedure: The title compound was prepared by first adding morpholine (1.02 g, 11.77 mmol) and the compound of Example 97, supra, (0.39 g, 1.00 mmol) to 125 ml of acetonitrile while stirring under nitrogen purge. To this mixture is then added diisopropylethyl aniline (1.51 ml, 8.67 mmol) dropwise. This reaction mixture is then allowed to stir overnight. Reactants: ClC(COC(C1=C(C=CC=C1)C(CCCC\C=C/C\C=C/C\C=C/CCCCC)=O)=O)(Cl)Cl (2,2,2-Trichloroethyl-2-[(z,z,z) octadeca-6,9,12-trienoyl]benzoate), 60A. The reagents and catalysts are [Zn] (Zinc). Run in O1CCCC1 (tetrahydrofuran), C(C)(=O)O (acetic acid), O (water). Reaction conditions: time 1.5 hour. Yields the product C(CCCC\C=C/C\C=C/C\C=C/CCCCC)(=O)C1=C(C(=O)O)C=CC=C1 (2-[(z,z,z) octadeca-6,9,12,-trienoyl]benzoic acid). The yield is 10452.2%. As a reaction SMILES: ClC(Cl)(Cl)C[O:4][C:5](=[O:31])[C:6]1[CH:11]=[CH:10][CH:9]=[CH:8][C:7]=1[C:12](=[O:30])[CH2:13][CH2:14][CH2:15][CH2:16]/[CH:17]=[CH:18]\[CH2:19]/[CH:20]=[CH:21]\[CH2:22]/[CH:23]=[CH:24]\[CH2:25][CH2:26][CH2:27][CH2:28][CH3:29]>O1CCCC1.C(O)(=O)C.O.[Zn]>[C:12]([C:7]1[CH:8]=[CH:9][CH:10]=[CH:11][C:6]=1[C:5]([OH:31])=[O:4])(=[O:30])[CH2:13][CH2:14][CH2:15][CH2:16]/[CH:17]=[CH:18]\[CH2:19]/[CH:20]=[CH:21]\[CH2:22]/[CH:23]=[CH:24]\[CH2:25][CH2:26][CH2:27][CH2:28][CH3:29]. Reported procedure: --2,2,2-Trichloroethyl-2-[(z,z,z) octadeca-6,9,12-trienoyl]benzoate (15 1 g) was dissolved in a mixture of tetrahydrofuran (750 ml), acetic acid (675 ml) and water (75 ml). Zinc dust (150 g) was added. The mixture was stirred at room temperature under nitrogen for 1.5 hours and then allowed to stand for twenty hours. Excess zinc and zinc salts were filtered off through Celite washing the filter pad with tetrahydrofuran (100 ml) and the flitrate was evaporated at 25° C./10 mmHg to remove the tetr... Reactants: [N+](=O)([O-])C1=CC2=C(OC(O2)(C(F)(F)F)C(C(F)(F)F)Cl)C=C1 (5-Nitro-2-(1-chloro-2,2,2-trifluoroethyl)-2-trifluoromethyl-1,3-benzodioxole), [N+](=O)(O)[O-] (nitric acid), ice water. Solvent: S(O)(O)(=O)=O (sulphuric acid). Reaction conditions: temperature 60 celsius, time 2 hour. Yields the product [N+](=O)([O-])C1=CC2=C(OC(O2)(C(F)(F)F)C(C(F)(F)F)Cl)C=C1[N+](=O)[O-] (5,6-Dinitro-2-(1-chloro-2,2,2-trifluoroethyl)-2-trifluoromethyl-1,3-benzodioxole). As a reaction SMILES: [N+:1]([C:4]1[CH:22]=[CH:21][C:7]2[O:8][C:9]([CH:15]([Cl:20])[C:16]([F:19])([F:18])[F:17])([C:11]([F:14])([F:13])[F:12])[O:10][C:6]=2[CH:5]=1)([O-:3])=[O:2].[N+:23]([O-])([OH:25])=[O:24]>S(=O)(=O)(O)O>[N+:23]([C:22]1[C:4]([N+:1]([O-:3])=[O:2])=[CH:5][C:6]2[O:10][C:9]([CH:15]([Cl:20])[C:16]([F:19])([F:17])[F:18])([C:11]([F:12])([F:13])[F:14])[O:8][C:7]=2[CH:21]=1)([O-:25])=[O:24]. Procedure: 352 g of 5-nitro-2-(1-chloro-2,2,2-trifluoroethyl)-2-trifluoromethyl-1,3-benzodioxole from Example 28 were taken and a mixture of 250 ml of 100% by weight nitric acid and 350 ml of concentrated sulphuric acid was added. The reaction mixture was stirred for 2 hours at 60° C. After cooling, it was poured into ice-water and extracted with methylene chloride. After washing with sodium hydrogencarbonate solution and drying, the extract was concentrated on a rotary evaporator. The yield was 392 g (91%...